Dataset: the Open Reaction Database (ORD), a public repository of structured organic reaction records. Task: describe an organic reaction: reactants, conditions, products, and yield The reactants are NC1=NC=CC(=C1)C(C)(C)C (2-amino-4-tert-butyl-pyridine), Br (HBr), N(=O)[O-].[Na+] (NaNO2), N(=O)[O-].[Na+] (NaNO2), BrBr (Br2), [OH-].[Na+] (NaOH). Solvent: O (water), C(C)(=O)OCC (ethyl acetate). Yields the product BrC1=NC=CC(=C1)C(C)(C)C (2-bromo-4-tert-butyl-pyridine). Yield: 85.0%. RXN SMILES: N[C:2]1[CH:7]=[C:6]([C:8]([CH3:11])([CH3:10])[CH3:9])[CH:5]=[CH:4][N:3]=1.[BrH:12].BrBr.N([O-])=O.[Na+].[OH-].[Na+]>O.C(OCC)(=O)C>[Br:12][C:2]1[CH:7]=[C:6]([C:8]([CH3:11])([CH3:10])[CH3:9])[CH:5]=[CH:4][N:3]=1 |f:3.4,5.6|. Reported procedure: 39.0 g (0.26 mol) of 2-amino-4-tert-butyl-pyridine was added with ˜100 mL of 60% HBr, then stirred at −10° C. to −17° C. 124.0 g (0.78 mol) of pre-cooled Br2 (˜0° C.) was added dropwise added and the mixture was stirred for 20 mins. Pre-cooled (0° C.) NaNO2 solution of 46.0 g (0.67 mol) of NaNO2 dissolved in ˜80 mL of water was added dropwise into the reaction mixture at −10° C. to −17° C. After addition, the reaction was stirred for one hour. Ice-cooled ˜25% NaOH solution was added slowly until... Starting materials: C(C)#N (acetonitrile), mixture, BrC=1C(=CC2=C3N([C@H](COC31)C)C=C(C2=O)C(=O)OCC)F (Ethyl (S)-10-bromo-9-fluoro-2,3-dihydro-3-methyl-7-oxo-7H-pyrido[1,2,3-de][1,4]benzoxazine-6-carboxylate), C[Sn](C1=CC=NC=C1)(C)C (4-(trimethylstannyl)pyridine). Reagents/catalysts: Cl[Pd]([P](C1=CC=CC=C1)(C2=CC=CC=C2)C3=CC=CC=C3)([P](C4=CC=CC=C4)(C5=CC=CC=C5)C6=CC=CC=C6)Cl (dichlorobis(triphenylphosphine)palladium). Run in C(C)O (ethyl alcohol). Run at temperature 150 celsius. Yields the product 6-carboxylic acid, N1=CC=C(C=C1)C=1C(=CC2=C3N([C@H](COC31)C)C=C(C2=O)C(=O)OCC)F (Ethyl (S)-10-(4-pyridinyl)-9-fluoro-2,3-dihydro-3-methyl-7-oxo-7H-pyrido[1,2,3-de][1,4]benzoxazine-6-carboxylate). Isolated yield 73.5%. As a reaction SMILES: Br[C:2]1[C:3]([F:22])=[CH:4][C:5]2[C:15](=[O:16])[C:14]([C:17]([O:19][CH2:20][CH3:21])=[O:18])=[CH:13][N:7]3[C@@H:8]([CH3:12])[CH2:9][O:10][C:11]=1[C:6]=23.C[Sn](C)(C)[C:25]1[CH:30]=[CH:29][N:28]=[CH:27][CH:26]=1.C(#N)C>C(O)C.Cl[Pd](Cl)([P](C1C=CC=CC=1)(C1C=CC=CC=1)C1C=CC=CC=1)[P](C1C=CC=CC=1)(C1C=CC=CC=1)C1C=CC=CC=1>[N:28]1[CH:29]=[CH:30][C:25]([C:2]2[C:3]([F:22])=[CH:4][C:5]3[C:15](=[O:16])[C:14]([C:17]([O:19][CH2:20][CH3:21])=[O:18])=[CH:13][N:7]4[C@@H:8]([CH3:12])[CH2:9][O:10][C:11]=2[C:6]=34)=[CH:26][CH:27]=1 |^1:41,60|. Procedure details: Ethyl (S)-10-bromo-9-fluoro-2,3-dihydro-3-methyl-7-oxo-7H-pyrido[1,2,3-de][1,4]benzoxazine-6-carboxylate (U.S. Pat. No. 4,839,355, Example 5f) (3.50 g), 2.97 g of 4-(trimethylstannyl)pyridine and 0.155 g of dichlorobis(triphenylphosphine)palladium were combined in a Parr apparatus in 200 ml of absolute ethyl alcohol and the mixture under nitrogen was heated at 150° C. for 41/2 hours, allowed to cool slowly and concentrated in vacuo. The concentrate was taken up in chloroform and residues were re... The reactants are C1CCOC1, COc1c(OC2CCN(C(=O)OC(C)(C)C)CC2)cccc1C(=O)O, O=S(Cl)Cl, c1ccncc1. The product is COc1c(OC2CCN(C(=O)OC(C)(C)C)CC2)cccc1C(=O)Cl. RXN SMILES: [CH2:36]1[O:37][CH2:38][CH2:39][CH2:40]1.[CH3:1][O:2][c:3]1[c:4]([C:5](=[O:6])[OH:7])[cH:8][cH:9][cH:10][c:11]1[O:12][CH:13]1[CH2:14][CH2:15][N:16]([C:19](=[O:20])[O:21][C:22]([CH3:23])([CH3:24])[CH3:25])[CH2:17][CH2:18]1.[S:26]([Cl:27])([Cl:28])=[O:29].[cH:30]1[cH:31][cH:32][n:33][cH:34][cH:35]1>>[CH3:1][O:2][c:3]1[c:4]([C:5](=[O:6])[Cl:28])[cH:8][cH:9][cH:10][c:11]1[O:12][CH:13]1[CH2:14][CH2:15][N:16]([C:19](=[O:20])[O:21][C:22]([CH3:23])([CH3:24])[CH3:25])[CH2:17][CH2:18]1. The reactants are C(C)(C)(C)C1=NC2=C(N1CC1CCC(CC1)(F)F)C=CC(=C2)N (2-tert-Butyl-1-[(4,4-difluorocyclohexyl)methyl]-1H-benzimidazol-5-amine), C(=O)(C(F)(F)F)O (TFA), C1(CC1)S(=O)(=O)Cl (Cyclopropanesulfonyl chloride). Reagents/catalysts: CN(C)C=1C=CN=CC1 (DMAP). Run in C(Cl)Cl (DCM). Conditions: time 2 hour. The product is C(C)(C)(C)C1=NC2=C(N1CC1CCC(CC1)(F)F)C=CC(=C2)NS(=O)(=O)C2CC2 (N-{2-tert-Butyl-1-[(4,4-difluorocyclohexyl)methyl]-1H-benzimidazol-5-yl}cyclopropanesulfonamide). As a reaction SMILES: [C:1]([C:5]1[N:9]([CH2:10][CH:11]2[CH2:16][CH2:15][C:14]([F:18])([F:17])[CH2:13][CH2:12]2)[C:8]2[CH:19]=[CH:20][C:21]([NH2:23])=[CH:22][C:7]=2[N:6]=1)([CH3:4])([CH3:3])[CH3:2].[CH:24]1([S:27](Cl)(=[O:29])=[O:28])[CH2:26][CH2:25]1.C(O)(C(F)(F)F)=O>CN(C1C=CN=CC=1)C.C(Cl)Cl>[C:1]([C:5]1[N:9]([CH2:10][CH:11]2[CH2:16][CH2:15][C:14]([F:18])([F:17])[CH2:13][CH2:12]2)[C:8]2[CH:19]=[CH:20][C:21]([NH:23][S:27]([CH:24]3[CH2:26][CH2:25]3)(=[O:29])=[O:28])=[CH:22][C:7]=2[N:6]=1)([CH3:4])([CH3:2])[CH3:3]. Procedure details: 2-tert-Butyl-1-[(4,4-difluorocyclohexyl)methyl]-1H-benzimidazol-5-amine (300 mg, 0.934 mmol) and DMAP (115 mg, 0.934 mmol) were dissolved in 10 mL of DCM. Cyclopropanesulfonyl chloride (170 mg, 1.21 mmol) was added and the solution was stirred at rt for 2 h. The solution was washed with saturated aqueous NaHCO3 solution, brine and dried over anhydrous MgSO4. The product was purified by silica gel flash chromatography using EtOAc as eluent. The fractions were concentrated and the residue was diss... Reactants: [N+](=O)([O-])C1=C(C=CC(=C1)[N+](=O)[O-])CCO (2-(2,4-dinitrophenyl)ethanol), FC(CCCOC1=CC=C(C(=O)OC2=CC=C(C=C2)/C=C/C(=O)O)C=C1)(C(F)(F)F)F ((2E)-3-(4-{[4-(4,4,5,5,5-pentafluoropentoxy)benzoyl]oxy}phenyl)acrylic acid), Cl.CN(CCCN=C=NCC)C (N-(3-Dimethylaminopropyl)-N′-ethylcarbodiimide hydrochloride), CCCCCC (hexane). The reagents and catalysts are CN(C1=CC=NC=C1)C (4-Dimethylaminopyridine). The solvent is ClCCl (dichloromethane). Conditions: temperature 0 celsius, time 1 hour. The product is FC(CCCOC1=CC=C(C(=O)OC2=CC=C(C=C2)/C=C/C(=O)OCCC2=C(C=C(C=C2)[N+](=O)[O-])[N+](=O)[O-])C=C1)(C(F)(F)F)F (2-(2,4-Dinitrophenyl)ethyl (2E) 3-{4-[(4-(4,4,5,5,5-pentafluoropentoxy)benzoyl)oxy]phenyl}acrylate). Yield: 71.0%. As a reaction SMILES: [N+:1]([C:4]1[CH:9]=[C:8]([N+:10]([O-:12])=[O:11])[CH:7]=[CH:6][C:5]=1[CH2:13][CH2:14][OH:15])([O-:3])=[O:2].[F:16][C:17]([F:46])([C:42]([F:45])([F:44])[F:43])[CH2:18][CH2:19][CH2:20][O:21][C:22]1[CH:41]=[CH:40][C:25]([C:26]([O:28][C:29]2[CH:34]=[CH:33][C:32](/[CH:35]=[CH:36]/[C:37](O)=[O:38])=[CH:31][CH:30]=2)=[O:27])=[CH:24][CH:23]=1.Cl.CN(C)CCCN=C=NCC.CCCCCC>CN(C)C1C=CN=CC=1.ClCCl>[F:16][C:17]([F:46])([C:42]([F:43])([F:44])[F:45])[CH2:18][CH2:19][CH2:20][O:21][C:22]1[CH:41]=[CH:40][C:25]([C:26]([O:28][C:29]2[CH:34]=[CH:33][C:32](/[CH:35]=[CH:36]/[C:37]([O:15][CH2:14][CH2:13][C:5]3[CH:6]=[CH:7][C:8]([N+:10]([O-:12])=[O:11])=[CH:9][C:4]=3[N+:1]([O-:3])=[O:2])=[O:38])=[CH:31][CH:30]=2)=[O:27])=[CH:24][CH:23]=1 |f:2.3|. Procedure details: 2.50 g (11.8 mmol) of 2-(2,4-dinitrophenyl)ethanol, 5.24 g (11.8 mmol) of (2E)-3-(4-{[4-(4,4,5,5,5-pentafluoropentoxy)benzoyl]oxy}phenyl)acrylic acid, 144 mg (1.2 mmol) of 4-Dimethylaminopyridine are dissolved in 30 ml of dichloromethane. 2.48 g (13.0 mmol) of N-(3-Dimethylaminopropyl)-N′-ethylcarbodiimide hydrochloride (EDC hydrochloride) are added at 0° C. The solution is stirred for 1 h at 0° C. and allowed to stir at room temperature overnight. After 22 hours at room temperature the reaction... The reactants are C=O, C1COCCN1, CC(=O)O, O=Cc1ccc[nH]1. The product is O=Cc1cc(CN2CCOCC2)c[nH]1. Reaction SMILES: [CH2:14]=[O:15].[CH2:1]1[CH2:2][O:3][CH2:4][CH2:5][NH:6]1.[CH3:16][C:17](=[O:18])[OH:19].[nH:7]1[c:8]([CH:12]=[O:13])[cH:9][cH:10][cH:11]1>>[CH2:1]1[CH2:2][O:3][CH2:4][CH2:5][N:6]1[CH2:14][c:10]1[cH:9][c:8]([CH:12]=[O:13])[nH:7][cH:11]1.